This data is from the Open Reaction Database (ORD), a public repository of structured organic reaction records. The task is: describe an organic reaction: reactants, conditions, products, and yield Reactants: C(C)(C)(C)OC(=O)N1C(CN(CC1)CC1=CC(=CC=C1)C1=NC(=NC=C1)Cl)CC1=CC=CC=C1 (2-Benzyl-4-[3-(2-chloro-pyrimidin-4-yl)-benzyl]-piperazine-1-carboxylic acid tert-butyl ester), NCCC1=CC=C(C=C1)O (tyramine), 481. Yields the product C(C1=CC=CC=C1)[C@@H]1CN(CCN1)CC=1C=C(C=CC1)C1=NC(=NC=C1)NCCC1=CC=C(C=C1)O (4-(2-{4-[3-(3(R)-Benzyl-piperazin-1-ylmethyl)-phenyl]-pyrimidin-2-ylamino}-ethyl)-phenol). RXN SMILES: C(OC([N:8]1[CH2:13][CH2:12][N:11]([CH2:14][C:15]2[CH:20]=[CH:19][CH:18]=[C:17]([C:21]3[CH:26]=[CH:25][N:24]=[C:23](Cl)[N:22]=3)[CH:16]=2)[CH2:10][CH:9]1[CH2:28][C:29]1[CH:34]=[CH:33][CH:32]=[CH:31][CH:30]=1)=O)(C)(C)C.[NH2:35][CH2:36][CH2:37][C:38]1[CH:43]=[CH:42][C:41]([OH:44])=[CH:40][CH:39]=1>>[CH2:28]([C@H:9]1[NH:8][CH2:13][CH2:12][N:11]([CH2:14][C:15]2[CH:16]=[C:17]([C:21]3[CH:26]=[CH:25][N:24]=[C:23]([NH:35][CH2:36][CH2:37][C:38]4[CH:43]=[CH:42][C:41]([OH:44])=[CH:40][CH:39]=4)[N:22]=3)[CH:18]=[CH:19][CH:20]=2)[CH2:10]1)[C:29]1[CH:30]=[CH:31][CH:32]=[CH:33][CH:34]=1. Procedure details: Intermediate 110 was coupled with tyramine following procedure F. The resulting product was deprotected following procedure G2. LC-MS showed the product had the expected M+H+ of 481. 1H NMR (Varian 300 MHz, CD3OD, shifts relative to the solvent peak at 3.3 ppm) δ 8.59 (s, 1H), 8.33 (d, 2H), 7.90 (d, 1H), 7.67 (t, 1H), 7.61 (d, 1H), 7.28 (m, 5H), 7.11 d, 2H), 6.68 (s, 2H), 4.64 (d, 2H), 4.16 (m, 1H), 3.91 (m, 2H), 3.56 (m, 6H), 3.30 (m, 2H), 2.92 (t, 2H). The reactants are C([C@@H](O)C)(=O)O (L-lactic acid), C([C@@H](O)C)(=O)O (L-lactic acid), C(CO)(=O)O (glycolic acid). The product is C([C@@H](O)C)(=O)O.C(CO)(=O)O (L-Lactic acid glycolic acid). RXN SMILES: [C:1]([OH:6])(=[O:5])[C@H:2]([CH3:4])[OH:3].[C:7]([OH:11])(=[O:10])[CH2:8][OH:9]>>[C:1]([OH:6])(=[O:5])[C@H:2]([CH3:4])[OH:3].[C:7]([OH:11])(=[O:10])[CH2:8][OH:9] |f:2.3|. Procedure details: L-Lactic acid-glycolic acid copolymer pellets were prepared by carrying out the same procedures as described in Preparation Example 5 except that 10.0 kg of 90% L-lactic acid was replaced by 9.0 kg of 90% L-lactic acid and 1.3 kg of 70% glycolic acid. The copolymer obtained had an average molecular weight of 100,000. Reactants: O=C(Cl)C1CCCCC1, CCN(C(C)C)C(C)C, ClCCl, CC(C)(C)OC(=O)N1CCNCC1. The product is CC(C)(C)OC(=O)N1CCN(C(=O)C2CCCCC2)CC1. As a reaction SMILES: [CH:14]1([C:20](=[O:21])[Cl:22])[CH2:15][CH2:16][CH2:17][CH2:18][CH2:19]1.[CH:23]([N:24]([CH2:25][CH3:26])[CH:27]([CH3:28])[CH3:29])([CH3:30])[CH3:31].[Cl:32][CH2:33][Cl:34].[N:1]1([C:7](=[O:8])[O:9][C:10]([CH3:11])([CH3:12])[CH3:13])[CH2:2][CH2:3][NH:4][CH2:5][CH2:6]1>>[N:1]1([C:7](=[O:8])[O:9][C:10]([CH3:11])([CH3:12])[CH3:13])[CH2:2][CH2:3][N:4]([C:20]([CH:14]2[CH2:15][CH2:16][CH2:17][CH2:18][CH2:19]2)=[O:21])[CH2:5][CH2:6]1. Reactants: COC=1C=CC=2C(C3=CC=C(C=C3C2C1)OC)=O (3,6-dimethoxyfluoren-9-one), [Cl-].O[NH3+] (hydroxylammonium chloride), ice water, C(C)(=O)OCC (ethyl acetate). The solvent is C(C)O (ethanol), O (water). The product is ON=C1C2=CC=C(C=C2C=2C=C(C=CC12)OC)OC (9-hydroxyimino-3,6-dimethoxyfluorene). Yield: 85.4%. As a reaction SMILES: [CH3:1][O:2][C:3]1[CH:4]=[CH:5][C:6]2[C:7](=O)[C:8]3[C:13]([C:14]=2[CH:15]=1)=[CH:12][C:11]([O:16][CH3:17])=[CH:10][CH:9]=3.[Cl-].[OH:20][NH3+:21].C(OCC)(=O)C>C(O)C.O>[OH:20][N:21]=[C:7]1[C:6]2[CH:5]=[CH:4][C:3]([O:2][CH3:1])=[CH:15][C:14]=2[C:13]2[C:8]1=[CH:9][CH:10]=[C:11]([O:16][CH3:17])[CH:12]=2 |f:1.2|. Procedure details: 4.7 g (0.0195 mol) of 3,6-dimethoxyfluoren-9-one and 2.7 g (0.039 mol) of hydroxylammonium chloride are heated at 90° C. in a mixture of 50 ml of ethanol and 20 ml of water. After five hours the solution is poured into ice/water and ethyl acetate is added. The resulting suspension is filtered and the product that has been filtered off is washed with water and dried in vacuo. 4.25 g (86%) of 9-hydroxyimino-3,6-dimethoxyfluorene are obtained in the form of a yellow solid having a melting point of ... Yields the product NCC1(CCCC2=CC(=CC=C12)OC)O (1-(aminomethyl)-6-methoxy-1,2,3,4-tetrahydronaphthalen-1-ol). As a reaction SMILES: [Si]([C:5]#[N:6])(C)(C)C.[CH3:7][O:8][C:9]1[CH:10]=[C:11]2[C:16](=[CH:17][CH:18]=1)[C:15](=[O:19])[CH2:14][CH2:13][CH2:12]2.[H-].[Al+3].[Li+].[H-].[H-].[H-].[OH-].[Na+]>C1(C)C=CC=CC=1.C1COCC1.CCOC(C)=O.[I-].[Zn+2].[I-].O>[NH2:6][CH2:5][C:15]1([OH:19])[C:16]2[C:11](=[CH:10][C:9]([O:8][CH3:7])=[CH:18][CH:17]=2)[CH2:12][CH2:13][CH2:14]1 |f:2.3.4.5.6.7,8.9,13.14.15|. Reactants: [OH-].[Na+] (NaOH), [H-].[Al+3].[Li+].[H-].[H-].[H-] (lithium aluminum hydride), [Si](C)(C)(C)C#N (TMS-cyanide), COC=1C=C2CCCC(C2=CC1)=O (6-methoxy-1-tetralone). The reagents and catalysts are [I-].[Zn+2].[I-] (zinc iodide). Run in O (Water), CCOC(=O)C (EtOAc), C1CCOC1 (THF), CCOC(=O)C (EtOAc), C1(=CC=CC=C1)C (toluene), C1CCOC1 (THF). Isolated yield 68.4%. Procedure details: TMS-cyanide (8.52 mL, 68.1 mmol) was added to a solution of 6-methoxy-1-tetralone (6.0 g, 34 mmol) in toluene (50 mL). A trace amount (˜20 mg) of zinc iodide was added, and the reaction was stirred at 60° C. for 16 hours. The solution was cooled to rt and diluted with THF (30 mL). This was added to a mixture of lithium aluminum hydride (2.58 g) in THF (50 mL), and the reaction mixture was heated at 42° C. for 2 h. The reaction was cooled to rt. EtOAc (10 mL) was slowly added, and the reaction st... Run at temperature 60 celsius, time 16 hour.